Dataset: the Open Reaction Database (ORD), a public repository of structured organic reaction records. Task: describe an organic reaction: reactants, conditions, products, and yield Starting materials: N1(N=CC=C1)C1=CC=C(CC=2C(=C(C(=C(C(=O)OC)C2)C=C)C)C)C=C1 (methyl 5-(4-(1H-pyrazol-1-yl)benzyl)-3,4-dimethyl-2-vinylbenzoate), CC(=O)C (acetone), C(C)#N (acetonitrile), I(=O)(=O)(=O)[O-].[Na+] (sodium periodate). Reagents/catalysts: [Os]=O (osmium oxide), [Os]=O (osmium oxide). The solvent is O (water). Run at time 8 hour. Product: N1(N=CC=C1)C1=CC=C(CC=2C(=C(C(=C(C(=O)OC)C2)C=O)C)C)C=C1 (methyl 5-(4-(1H-pyrazol-1-yl)benzyl)-2-formyl-3,4-dimethylbenzoate). RXN SMILES: [N:1]1([C:6]2[CH:26]=[CH:25][C:9]([CH2:10][C:11]3[C:12]([CH3:24])=[C:13]([CH3:23])[C:14]([CH:21]=C)=[C:15]([CH:20]=3)[C:16]([O:18][CH3:19])=[O:17])=[CH:8][CH:7]=2)[CH:5]=[CH:4][CH:3]=[N:2]1.CC(C)=[O:29].C(#N)C.I([O-])(=O)(=O)=O.[Na+]>[Os]=O.O>[N:1]1([C:6]2[CH:26]=[CH:25][C:9]([CH2:10][C:11]3[C:12]([CH3:24])=[C:13]([CH3:23])[C:14]([CH:21]=[O:29])=[C:15]([CH:20]=3)[C:16]([O:18][CH3:19])=[O:17])=[CH:8][CH:7]=2)[CH:5]=[CH:4][CH:3]=[N:2]1 |f:3.4|. Reported procedure: To a solution of methyl 5-(4-(1H-pyrazol-1-yl)benzyl)-3,4-dimethyl-2-vinylbenzoate (0.40 g) in a mixed solvent of acetone (8.00 mL)-acetonitrile (8.00 mL)-water (8.00 mL) were added osmium oxide (fixed catalyst I) (0.15 g) and sodium periodate (1.24 g), and the mixture was stirred overnight at room temperature. The reaction mixture was filtered, and the filtrate was concentrated under reduced pressure. To the residue was added water, and the mixture was extracted with ethyl acetate. The organic ... Starting materials: ClC1=NC(=NC=C1C#N)C1=CC=C(C=C1)CCCCC (4-chloro-5-cyano-2-(4-n-pentylphenyl)-pyrimidine). The reagents and catalysts are [Zn] (zinc). Solvent: O1CCOCC1 (dioxane). Yields the product C(#N)C=1C=NC(=NC1)C1=CC=C(C=C1)CCCCC (5-cyano-2-(4-n-pentylphenyl)-pyrimidine). Reaction SMILES: Cl[C:2]1[C:7]([C:8]#[N:9])=[CH:6][N:5]=[C:4]([C:10]2[CH:15]=[CH:14][C:13]([CH2:16][CH2:17][CH2:18][CH2:19][CH3:20])=[CH:12][CH:11]=2)[N:3]=1>[Zn].O1CCOCC1>[C:8]([C:7]1[CH:2]=[N:3][C:4]([C:10]2[CH:15]=[CH:14][C:13]([CH2:16][CH2:17][CH2:18][CH2:19][CH3:20])=[CH:12][CH:11]=2)=[N:5][CH:6]=1)#[N:9]. Reported procedure: 6.3 G. of 4-chloro-5-cyano-2-(4-n-pentylphenyl)-pyrimidine are reacted in 290 ml. of 50% dioxane with 25.3 g. of pre-treated zinc dust and worked up after the reaction in a manner analogous to that described in Example 13. There is obtained 5-cyano-2-(4-n-pentylphenyl)-pyrimidine as colorless crystals having a melting point of 96.0°-96.2° C. and clearing point of 109.0° C. The substance is identical with the compound obtained according to Example Reported procedure: As described for Example 1, 5 mmol of 4-[(2-chlorobenzoyl)amino]benzoyl chloride is reacted with 5 mmol of 5,6-dihydro-7H-pyrimido[5,4-d][1]benzazepine in pyridine to give the product as a solid. Product: N1=CN=CC=2CCN(C3=C(C21)C=CC=C3)C(=O)C3=CC=C(C=C3)NC(C3=C(C=CC=C3)Cl)=O (N-[4-[(5,6-Dihydro-7H-pyrimido[5,4-d][1]benzazepin-7-yl) carbonyl]phenyl]-2-chlorobenzamide). Run in N1=CC=CC=C1 (pyridine). Reactants: ClC1=C(C(=O)NC2=CC=C(C(=O)Cl)C=C2)C=CC=C1 (4-[(2-chlorobenzoyl)amino]benzoyl chloride), N1=CN=CC=2CCNC3=C(C21)C=CC=C3 (5,6-dihydro-7H-pyrimido[5,4-d][1]benzazepine). Reaction SMILES: [Cl:1][C:2]1[CH:19]=[CH:18][CH:17]=[CH:16][C:3]=1[C:4]([NH:6][C:7]1[CH:15]=[CH:14][C:10]([C:11](Cl)=[O:12])=[CH:9][CH:8]=1)=[O:5].[N:20]1[C:30]2[C:29]3[CH:31]=[CH:32][CH:33]=[CH:34][C:28]=3[NH:27][CH2:26][CH2:25][C:24]=2[CH:23]=[N:22][CH:21]=1>N1C=CC=CC=1>[N:20]1[C:30]2[C:29]3[CH:31]=[CH:32][CH:33]=[CH:34][C:28]=3[N:27]([C:11]([C:10]3[CH:14]=[CH:15][C:7]([NH:6][C:4](=[O:5])[C:3]4[CH:16]=[CH:17][CH:18]=[CH:19][C:2]=4[Cl:1])=[CH:8][CH:9]=3)=[O:12])[CH2:26][CH2:25][C:24]=2[CH:23]=[N:22][CH:21]=1.